describe an organic reaction: reactants, conditions, products, and yield From a dataset of the Open Reaction Database (ORD), a public repository of structured organic reaction records. The reactants are CC1=C(C=C(C=C1)NC(=O)C=1C=C(C=C(C1)S(F)(F)(F)(F)F)N1CCN(CC1)C(=O)OC(C)(C)C)N1C=CN2N=C(C=C21)C=2C=NNC2 (tert-Butyl 4-[3-({4-methyl-3-[6-(1H-pyrazol-4-yl)-1H-imidazo[1,2-b]pyrazol-1-yl]phenyl}-carbamoyl)-5-(pentafluoro-λ6-sulphanyl)phenyl]piperazin-1-carboxylate), FC(C(=O)O)(F)F (trifluoroacetic acid). Run in C(Cl)Cl (methylene chloride). Reaction conditions: time 15 minute. The product is CC1=C(C=C(C=C1)NC(C1=CC(=CC(=C1)N1CCNCC1)S(F)(F)(F)(F)F)=O)N1C=CN2N=C(C=C21)C=2C=NNC2 (N-{4-Methyl-3-[6-(1H-pyrazol-4-yl)-1H-imidazo[1,2-b]pyrazol-1-yl]phenyl}-3-(pentafluoro-λ6-sulphanyl)-5-(piperazin-1-yl)benzamide). Reaction SMILES: [CH3:1][C:2]1[CH:7]=[CH:6][C:5]([NH:8][C:9]([C:11]2[CH:12]=[C:13]([N:23]3[CH2:28][CH2:27][N:26](C(OC(C)(C)C)=O)[CH2:25][CH2:24]3)[CH:14]=[C:15]([S:17]([F:22])([F:21])([F:20])([F:19])[F:18])[CH:16]=2)=[O:10])=[CH:4][C:3]=1[N:36]1[C:43]2[N:39]([N:40]=[C:41]([C:44]3[CH:45]=[N:46][NH:47][CH:48]=3)[CH:42]=2)[CH:38]=[CH:37]1.FC(F)(F)C(O)=O>C(Cl)Cl>[CH3:1][C:2]1[CH:7]=[CH:6][C:5]([NH:8][C:9](=[O:10])[C:11]2[CH:12]=[C:13]([N:23]3[CH2:28][CH2:27][NH:26][CH2:25][CH2:24]3)[CH:14]=[C:15]([S:17]([F:20])([F:22])([F:21])([F:18])[F:19])[CH:16]=2)=[CH:4][C:3]=1[N:36]1[C:43]2[N:39]([N:40]=[C:41]([C:44]3[CH:45]=[N:46][NH:47][CH:48]=3)[CH:42]=2)[CH:38]=[CH:37]1. Reported procedure: 210 mg (0.19 mmol, purity 61%) of the compound from Example 47A were stirred in 4.4 ml of a 25% strength solution of trifluoroacetic acid in methylene chloride at RT for 30 min. The mixture was then concentrated under reduced pressure. The residue was dissolved in a little methanol and added to semiconcentrated aqueous sodium bicarbonate solution. After 15 min of stirring at RT, 15 ml of ethyl acetate were added. The precipitate formed was filtered off, and the organic phase of the filtrate was ...